Dataset: the Open Reaction Database (ORD), a public repository of structured organic reaction records. Task: describe an organic reaction: reactants, conditions, products, and yield Reactants: FC1=C(/C=C/C2=C(C=CC=C2C)C)C=C(C=C1)I ((E)-2-(2-Fluoro-5-iodostyryl)-1,3-dimethylbenzene), C(C=C)O (allyl alcohol). Product: CC1=C(/C=C/C=2C=C(C=CC2F)CCC=O)C(=CC=C1)C ((E)-3-(3-(2,6-dimethylstyryl)-4-fluorophenyl)propanal). As a reaction SMILES: [F:1][C:2]1[CH:17]=[CH:16][C:15](I)=[CH:14][C:3]=1/[CH:4]=[CH:5]/[C:6]1[C:11]([CH3:12])=[CH:10][CH:9]=[CH:8][C:7]=1[CH3:13].[CH2:19]([OH:22])[CH:20]=[CH2:21]>>[CH3:13][C:7]1[CH:8]=[CH:9][CH:10]=[C:11]([CH3:12])[C:6]=1/[CH:5]=[CH:4]/[C:3]1[CH:14]=[C:15]([CH2:21][CH2:20][CH:19]=[O:22])[CH:16]=[CH:17][C:2]=1[F:1]. Procedure details: (E)-2-(2-Fluoro-5-iodostyryl)-1,3-dimethylbenzene was coupled with allyl alcohol according to the method in Example 42. Purification by flash chromatography (40% CH2Cl2-hexanes) gave (E)-3-(3-(2,6-dimethylstyryl)-4-fluorophenyl)propanal as an oil. Yield (0.115 g, 52%): 1H NMR (400 MHz, DMSO-d6) δ 9.72 (t, J=1.2 Hz, 1H), 7.64 (dd, J=7.2, 2.4 Hz, 1H), 7.27 (d, J=16.8 Hz, 1H), 7.09-7.19 (m, 2H), 7.06 (s, 3H), 6.67 (d, J=16.8 Hz, 1H), 2.78-2.89 (m, 4H), 2.31 (s, 6H). Reactants: OCC=1NC=C(C(C1)=O)OCC1=CC=CC=C1 (1,4-dihydro-2-(hydroxymethyl)5-(phenylmethoxy)-4-pyridinone), C(Cl)(Cl)Cl (chloroform), S(=O)(Cl)Cl (thionyl chloride). Reaction conditions: temperature 0 celsius, time 5 minute. The product is Cl.ClCN1C=CC(C(=C1)OCC1=CC=CC=C1)=O (1-(Chloromethyl)-1,4-dihydro-5-(phenylmethoxy)4-pyridinone, hydrochloride). RXN SMILES: OC[C:3]1[NH:4][CH:5]=[C:6]([O:10][CH2:11][C:12]2[CH:17]=[CH:16][CH:15]=[CH:14][CH:13]=2)[C:7](=[O:9])[CH:8]=1.S(Cl)([Cl:20])=O.[CH:22](Cl)(Cl)[Cl:23]>>[ClH:20].[Cl:23][CH2:22][N:4]1[CH:5]=[C:6]([O:10][CH2:11][C:12]2[CH:13]=[CH:14][CH:15]=[CH:16][CH:17]=2)[C:7](=[O:9])[CH:8]=[CH:3]1 |f:3.4|. Procedure details: A suspension of 1,4-dihydro-2-(hydroxymethyl)5-(phenylmethoxy)-4-pyridinone (3 g, 12.99 mmole) in chloroform (15 ml) was cooled to 0° C. under argon and treated with thionyl chloride (6.1 ml, 83.62 mmole). Within several minutes, a homogeneous solution was obtained. After stirring an additional 5 minutes, a cream colored solid precipitated. The cooling bath was removed and the mixture was heated at reflux for 45 minutes. The mixture was cooled to 0° C. and the white suspended material was filter... Starting materials: C1(CCCC1)CI (Cyclopentylmethyliodide), COC(CC1=CC=C(C=C1)S(=O)(=O)C)=O (4-Methylsulfonylphenylacetic acid methyl ester), [Li]CCCC (n-BuLi). Solvent: C1CCOC1 (THF), C1CCOC1 (THF), COC1=NN(C(=O)S1)CSP(=S)(OC)OC (DMTP), C1CCOC1 (THF), COC1=NN(C(=O)S1)CSP(=S)(OC)OC (methidathion). Reaction conditions: time 15 minute. Product: COC(C(CC1CCCC1)C1=CC=C(C=C1)S(=O)(=O)C)=O (3-cyclopentyl-2-(4-methanesulfonyl-phenyl)-propionic acid methyl ester). As a reaction SMILES: [Li]CCCC.[CH3:6][O:7][C:8](=[O:20])[CH2:9][C:10]1[CH:15]=[CH:14][C:13]([S:16]([CH3:19])(=[O:18])=[O:17])=[CH:12][CH:11]=1.[CH:21]1([CH2:26]I)[CH2:25][CH2:24][CH2:23][CH2:22]1>C1COCC1.COC1SC(=O)N(CSP(OC)(OC)=S)N=1>[CH3:6][O:7][C:8](=[O:20])[CH:9]([C:10]1[CH:11]=[CH:12][C:13]([S:16]([CH3:19])(=[O:17])=[O:18])=[CH:14][CH:15]=1)[CH2:26][CH:21]1[CH2:25][CH2:24][CH2:23][CH2:22]1. Procedure details: To a solution of diispropylamine (25 mmol, 3.6 mL) in 24 mL of THF and 7.5 mL of methidathion (DMTP) at −78° C. is added n-BuLi (25 mmol, 10 mL, 2.5 M in hexanes) and the mixture stirred for 15 min. 4-Methylsulfonylphenylacetic acid methyl ester (24 mmol, 5.47 g) in 24 mL of THF and 7.5 mL of DMTP is then added dropwise over 30 min and the reaction is stirred for 90 min further. Cyclopentylmethyliodide (28.9 mmol, 6.08 g) in 10 mL of THF is then added dropwise and the reaction is stirred for 1 h... The reactants are C1(=CC=C(C=C1)S(=O)(=O)O)C (p-toluenesulfonic acid), BrC1=C(C=CC(=C1)[N+](=O)[O-])/C=C/C=1NC2=CC=C(C=C2C1)OC (2-[(E)-2-(2-Bromo-4-nitrophenyl)ethenyl]-5-methoxy-1H-indole), BrCCOC1OCCCC1 (2-(2-bromoethoxy)tetrahydro-2H-pyran), C1(C=CC(N1)=O)=O (maleimide). The solvent is CO (methanol), O (water). Run at temperature 50 celsius. The product is OCCN1C=2C=CC(=CC2C=2C3=C(C(=CC12)C1=CC=CC=C1)C(NC3=O)=O)OC (6-(2-Hydroxyethyl)-9-methoxy-4-phenylpyrrolo[3,4-c]carbazole-1,3(2H,6H)-dione). As a reaction SMILES: Br[C:2]1[CH:7]=[C:6]([N+]([O-])=O)[CH:5]=[CH:4][C:3]=1/[CH:11]=[CH:12]/[C:13]1[NH:14][C:15]2[C:20]([CH:21]=1)=[CH:19][C:18]([O:22][CH3:23])=[CH:17][CH:16]=2.Br[CH2:25][CH2:26][O:27]C1CCCCO1.[C:34]1(=[O:40])[NH:38][C:37](=[O:39])[CH:36]=[CH:35]1.C1(C)C=CC(S(O)(=O)=O)=CC=1>CO.O>[OH:27][CH2:26][CH2:25][N:14]1[C:13]2[CH:12]=[C:11]([C:3]3[CH:4]=[CH:5][CH:6]=[CH:7][CH:2]=3)[C:35]3[C:34](=[O:40])[NH:38][C:37](=[O:39])[C:36]=3[C:21]=2[C:20]2[CH:19]=[C:18]([O:22][CH3:23])[CH:17]=[CH:16][C:15]1=2. Procedure: 5-methoxy-2-[(E,Z)-2-phenylethenyl]-1H-indole (II; Ar=phenyl) (1.93 g, 7.74 mmol was reacted with 2-(2-bromoethoxy)tetrahydro-2H-pyran using the procedure described in example 38. This material was reacted directly with maleimide (0.79 g) using the procedure described in method 4. The product obtained was reacted using the procedure described in example 70 gave crude material that was then dissolved in methanol (100 mL) to which p-toluenesulfonic acid (30 mg) was added before the solution was wa... The reactants are CC(CCBr)C (3-methyl-1-bromobutane), [H-].[Na+] (Sodium hydride), oil, O=C1CC(N(C2=C(N1)C=CC=C2)C2=CC=CC=C2)=O (2,4-dioxo-5-phenyl-2,3,4,5-tetrahydro-1H-1,5-benzodiazepine). The solvent is CN(C=O)C (dimethylformamide), CN(C=O)C (dimethylformamide), O (water). Conditions: time 30 minute. Product: O=C1CC(N(C2=C(N1CCC(C)C)C=CC=C2)C2=CC=CC=C2)=O (2,4-Dioxo-1-(3-methylbut-1-yl)-5-phenyl-2,3,4,5-tetrahydro-1H-1,5-benzodiazepine). RXN SMILES: [H-].[Na+].[O:3]=[C:4]1[NH:10][C:9]2[CH:11]=[CH:12][CH:13]=[CH:14][C:8]=2[N:7]([C:15]2[CH:20]=[CH:19][CH:18]=[CH:17][CH:16]=2)[C:6](=[O:21])[CH2:5]1.[CH3:22][CH:23]([CH3:27])[CH2:24][CH2:25]Br>CN(C)C=O.O>[O:3]=[C:4]1[N:10]([CH2:25][CH2:24][CH:23]([CH3:27])[CH3:22])[C:9]2[CH:11]=[CH:12][CH:13]=[CH:14][C:8]=2[N:7]([C:15]2[CH:16]=[CH:17][CH:18]=[CH:19][CH:20]=2)[C:6](=[O:21])[CH2:5]1 |f:0.1|. Reported procedure: Sodium hydride 80% dispersion in oil (0.057 g) was added portionwise to a solution of 2,4-dioxo-5-phenyl-2,3,4,5-tetrahydro-1H-1,5-benzodiazepine (0.40 g) in dry dimethylformamide (15 ml). The reaction mixture was cooled to 0° and stirred for 30 min, then a solution of 3-methyl-1-bromobutane (0.23 ml) in dry dimethylformamide (4 ml) was added and stirring continued for 2 h. The reaction mixture was then diluted with water (100 ml), extracted with ethyl acetate (3×100 ml), washed with brine (2×50... Starting materials: ClC(C(=O)Cl)C (2-chloropropionyl chloride), N1=CC=CC2=C1NC1=C(C(N2)=O)C=CC=C1 (5,11-dihydro-6H-pyrido[2,3-b][1,4]-benzodiazepine-6-one). The solvent is O1CCOCC1 (dioxane). The product is ClC(C(=O)N1C2=C(NC(C3=C1C=CC=C3)=O)C=CC=N2)C (11-(2-chloropropionyl)-5,11-dihydro-6H-pyrido-[2,3-b][1,4]-benzodiazepine-6-one). RXN SMILES: [Cl:1][CH:2]([CH3:6])[C:3](Cl)=[O:4].[N:7]1[C:12]2[NH:13][C:14]3[CH:22]=[CH:21][CH:20]=[CH:19][C:15]=3[C:16](=[O:18])[NH:17][C:11]=2[CH:10]=[CH:9][CH:8]=1>O1CCOCC1>[Cl:1][CH:2]([CH3:6])[C:3]([N:13]1[C:14]2[CH:22]=[CH:21][CH:20]=[CH:19][C:15]=2[C:16](=[O:18])[NH:17][C:11]2[CH:10]=[CH:9][CH:8]=[N:7][C:12]1=2)=[O:4]. Procedure: A solution of 2-chloropropionyl chloride and 5,11-dihydro-6H-pyrido[2,3-b][1,4]-benzodiazepine-6-one in dioxane were reacted to obtain 11-(2-chloropropionyl)-5,11-dihydro-6H-pyrido-[2,3-b][1,4]-benzodiazepine-6-one which melted at 215°-218° C. under crystallization from ethanol. Reactants: CCOC(=O)c1nnn(Cc2ccc(OC)cc2)c1C(=O)c1cc(C)c(C)cc1[N+](=O)[O-], [Na+], C1CCOC1, [OH-]. Yields the product COc1ccc(Cn2nnc(C(=O)O)c2C(=O)c2cc(C)c(C)cc2[N+](=O)[O-])cc1. Reaction SMILES: [CH3:1][O:2][c:3]1[cH:4][cH:5][c:6]([CH2:7][n:8]2[n:9][n:10][c:11]([C:26](=[O:27])[O:28][CH2:29][CH3:30])[c:12]2[C:13]([c:14]2[c:15]([N+:22](=[O:23])[O-:24])[cH:16][c:17]([CH3:21])[c:18]([CH3:20])[cH:19]2)=[O:25])[cH:31][cH:32]1.[Na+:34].[O:35]1[CH2:36][CH2:37][CH2:38][CH2:39]1.[OH-:33]>>[CH3:1][O:2][c:3]1[cH:4][cH:5][c:6]([CH2:7][n:8]2[n:9][n:10][c:11]([C:26](=[O:27])[OH:28])[c:12]2[C:13]([c:14]2[c:15]([N+:22](=[O:23])[O-:24])[cH:16][c:17]([CH3:21])[c:18]([CH3:20])[cH:19]2)=[O:25])[cH:31][cH:32]1.